This data is from the Open Reaction Database (ORD), a public repository of structured organic reaction records. The task is: describe an organic reaction: reactants, conditions, products, and yield Starting materials: ClC1=CC(=C(CBr)C(=C1)F)F (4-chloro-2,6-difluorobenzyl bromide), [C-]#N.[K+] (KCN). The solvent is C(C)O (ethanol), O (H2O). Reaction conditions: temperature 100 celsius. Product: ClC1=CC(=C(C(=C1)F)CC#N)F ((4-chloro-2,6-difluoro-phenyl)-acetonitrile). The yield is 58.6%. RXN SMILES: [Cl:1][C:2]1[CH:9]=[C:8]([F:10])[C:5]([CH2:6]Br)=[C:4]([F:11])[CH:3]=1.[C-:12]#[N:13].[K+]>C(O)C.O>[Cl:1][C:2]1[CH:9]=[C:8]([F:10])[C:5]([CH2:6][C:12]#[N:13])=[C:4]([F:11])[CH:3]=1 |f:1.2|. Procedure details: Step A To the solution of 4-chloro-2,6-difluorobenzyl bromide (Alfa) (2.5 g, 10 mmol) in ethanol (13 mL) and H2O (10 mL) was added KCN (1.75 g, 27 mmol). The reaction mixture was heated at 100° C. for 1 h. The mixture was cooled, and extracted with ethyl acetate. The organic layer was separated, washed with saturated aqueous NaHCO3 solution, brine, dried over MgSO4, and concentrated. The residue was purified by chromatography (EtOAc:hexanes=1:4) to give (4-chloro-2,6-difluoro-phenyl)-acetonitril... The solvent is OP(=O)(O)O (H3PO4). Starting materials: NC1=C(C(=NN1)C1=CC=C(C=C1)OC1=CC=CC=C1)C#N (5-amino-3-(4-phenoxyphenyl)-1H-pyrazole-4-carbonitrile), O (water). Isolated yield 77.5%. The product is NC1=C(C(=NN1)C1=CC=C(C=C1)OC1=CC=CC=C1)C(=O)N (5-Amino-3-(4-phenoxyphenyl)-1H-pyrazole-4-carboxamide). RXN SMILES: [NH2:1][C:2]1[NH:6][N:5]=[C:4]([C:7]2[CH:12]=[CH:11][C:10]([O:13][C:14]3[CH:19]=[CH:18][CH:17]=[CH:16][CH:15]=3)=[CH:9][CH:8]=2)[C:3]=1[C:20]#[N:21].[OH2:22]>OP(O)(O)=O>[NH2:1][C:2]1[NH:6][N:5]=[C:4]([C:7]2[CH:8]=[CH:9][C:10]([O:13][C:14]3[CH:19]=[CH:18][CH:17]=[CH:16][CH:15]=3)=[CH:11][CH:12]=2)[C:3]=1[C:20]([NH2:21])=[O:22]. Procedure: A solution of 5-amino-3-(4-phenoxyphenyl)-1H-pyrazole-4-carbonitrile (1.0 g, 3.6 mmol) in H3PO4 (20 mL) was heated to 120° C. for 4 hr. The mixture was then poured into water (100 mL), extracted with EA (100 mL×3). The combined organic layers were dried over Na2SO4 and concentrated to give the product (850 mg, 77.5%) as yellow solid. MS (ESI, m/e) [M+1]+ 295.1. Reactants: C=1C=2N(C(NN1)=S)C=NC2 (imidazo[1,5-d]-as-triazine-4(3H)-thione), C[O-].[Na+] (sodium methoxide), CI (methyl iodide). The solvent is C(C)O (ethanol). Reaction conditions: temperature 0 celsius. Yields the product CSC1=NN=CC=2N1C=NC2 (4-(Methylthio)-imidazo[1,5-d]-as-triazine). As a reaction SMILES: [CH:1]1[C:2]2[N:3]([CH:8]=[N:9][CH:10]=2)[C:4](=[S:7])[NH:5][N:6]=1.[CH3:11][O-].[Na+].CI>C(O)C>[CH3:11][S:7][C:4]1[N:3]2[CH:8]=[N:9][CH:10]=[C:2]2[CH:1]=[N:6][N:5]=1 |f:1.2|. Procedure details: To 1.52 gm. of imidazo[1,5-d]-as-triazine-4(3H)-thione in 25 ml. of ethanol is added 0.54 gm. of sodium methoxide. Then 0.63 ml. of methyl iodide is added and the mixture is stirred and heated under reflux for 80 minutes. The mixture is cooled to 0° C. giving a precipitate which is collected. This product is recrystallized from 25 ml. of methanol and treated with charcoal giving the desired product, m.p. 186°-190° C. The reactants are C1CCOC1, Cc1c(C)c(N2CCN(C(=O)OC(C)(C)C)CC2)c(C)c2c1OC(C)(C)C2N1CCCCC1, CCOC(C)=O, Cl, [Na+], [OH-]. Product: Cc1c(C)c(N2CCNCC2)c(C)c2c1OC(C)(C)C2N1CCCCC1. As a reaction SMILES: [CH2:43]1[O:44][CH2:45][CH2:46][CH2:47]1.[CH3:2][C:3]1([CH3:34])[O:4][c:5]2[c:6]([c:14]([CH3:33])[c:15]([N:20]3[CH2:21][CH2:22][N:23]([C:26]([O:27][C:28]([CH3:29])([CH3:30])[CH3:31])=[O:32])[CH2:24][CH2:25]3)[c:16]([CH3:19])[c:17]2[CH3:18])[CH:7]1[N:8]1[CH2:9][CH2:10][CH2:11][CH2:12][CH2:13]1.[CH3:37][CH2:38][O:39][C:40](=[O:41])[CH3:42].[ClH:1].[Na+:36].[OH-:35]>>[CH3:2][C:3]1([CH3:34])[O:4][c:5]2[c:6]([c:14]([CH3:33])[c:15]([N:20]3[CH2:21][CH2:22][NH:23][CH2:24][CH2:25]3)[c:16]([CH3:19])[c:17]2[CH3:18])[CH:7]1[N:8]1[CH2:9][CH2:10][CH2:11][CH2:12][CH2:13]1. Starting materials: CC(C)(C)c1ccc(OS(=O)(=O)C(F)(F)F)c(F)c1, CC(=O)[O-], CC(=O)[O-], NCCc1cccc(C(F)(F)F)c1, CN(C)C=O, c1ccc(P(CCCP(c2ccccc2)c2ccccc2)c2ccccc2)cc1, [Pd+2]. Product: CC(C)(C)c1ccc(C(=O)NCCc2cccc(C(F)(F)F)c2)c(F)c1. RXN SMILES: [C:1]([CH3:2])([CH3:3])([CH3:4])[c:5]1[cH:6][c:7]([F:19])[c:8]([O:11][S:12]([C:13]([F:14])([F:15])[F:16])(=[O:17])=[O:18])[cH:9][cH:10]1.[C:67]([O-:68])(=[O:69])[CH3:70].[C:72]([O-:73])(=[O:74])[CH3:75].[F:20][C:21]([c:22]1[cH:23][c:24]([CH2:28][CH2:29][NH2:30])[cH:25][cH:26][cH:27]1)([F:31])[F:32].[O:62]=[CH:63][N:64]([CH3:65])[CH3:66].[P:33]([CH2:34][CH2:35][CH2:36][P:37]([c:38]1[cH:39][cH:40][cH:41][cH:42][cH:43]1)[c:44]1[cH:45][cH:46][cH:47][cH:48][cH:49]1)([c:50]1[cH:51][cH:52][cH:53][cH:54][cH:55]1)[c:56]1[cH:57][cH:58][cH:59][cH:60][cH:61]1.[Pd+2:71]>>[C:1]([CH3:2])([CH3:3])([CH3:4])[c:5]1[cH:6][c:7]([F:19])[c:8]([C:63]([NH:30][CH2:29][CH2:28][c:24]2[cH:23][c:22]([C:21]([F:20])([F:31])[F:32])[cH:27][cH:26][cH:25]2)=[O:62])[cH:9][cH:10]1. The reactants are N1(C=NC=C1)C1C=2C=CC(=CC2C(CC1)(C)C)C#CC1=CC=C(C=C1)CC(=O)[O-] ([4-(5-imidazol-1-yl-8,8-dimethyl-5,6,7,8-tetrahydro-naphthalen-2-yl-ethynyl)-phenyl]-acetate), N1(C=NC=C1)C1C=2C=CC(=CC2C(CC1)(C)C)C#CC1=CC=C(C=C1)CC(=O)[O-] ([4-(5-imidazol-1-yl-8,8-dimethyl-5,6,7,8-tetrahydro-naphthalen-2-yl-ethynyl)-phenyl]-acetate), [OH-].[Na+] (NaOH), aqueous solution. Run in C(C)O (ethanol). Reaction conditions: time 8 hour. Product: N1(C=NC=C1)C1C=2C=CC(=CC2C(CC1)(C)C)C#CC1=CC=C(C=C1)CC(=O)O ([4-(5-Imidazol-1-yl-8,8-dimethyl-5,6,7,8-tetrahydro-naphthalen-2-yl-ethynyl)-phenyl]-acetic acid). Isolated yield 80.0%. As a reaction SMILES: [N:1]1([CH:6]2[CH2:15][CH2:14][C:13]([CH3:17])([CH3:16])[C:12]3[CH:11]=[C:10]([C:18]#[C:19][C:20]4[CH:25]=[CH:24][C:23]([CH2:26][C:27]([O-:29])=[O:28])=[CH:22][CH:21]=4)[CH:9]=[CH:8][C:7]2=3)[CH:5]=[CH:4][N:3]=[CH:2]1.[OH-].[Na+]>C(O)C>[N:1]1([CH:6]2[CH2:15][CH2:14][C:13]([CH3:17])([CH3:16])[C:12]3[CH:11]=[C:10]([C:18]#[C:19][C:20]4[CH:21]=[CH:22][C:23]([CH2:26][C:27]([OH:29])=[O:28])=[CH:24][CH:25]=4)[CH:9]=[CH:8][C:7]2=3)[CH:5]=[CH:4][N:3]=[CH:2]1 |f:1.2|. Procedure: [4-(5-imidazol-1-yl-8,8-dimethyl-5,6,7,8-tetrahydro-naphthalen-2-yl-ethynyl)-phenyl]-acetate (Compound 136, 50.0 mg, 0.13 mmol) in ethanol (4 mL) was treated with NaOH (120.0 mg, 3.0 mmols, 3.0 mL of a 1N aqueous solution) and stirred overnight at room temperature. Work-up afforded 40.0 mg (83%) of the title compound as a pale-orange solid.